From a dataset of the Open Reaction Database (ORD), a public repository of structured organic reaction records. describe an organic reaction: reactants, conditions, products, and yield Yields the product bis-3,4-methylenedioxyphenylacetic acid, C1OC=2C=C(C(C(=O)O)O)C=CC2O1 (3,4-methylenedioxymandelic acid). Starting materials: C1OC2=C(C=CC=C2)O1 (1,2-methylenedioxybenzene), O.C(C=O)(=O)O (glyoxylic acid monohydrate), C(C=O)(=O)O (glyoxylic acid). The yield is 76.3%. Procedure: If, instead of glyoxylic acid monohydrate, an equivalent amount of 50% strength aqueous glyoxylic acid is employed and the mixture is stirred for 6 hours instead of 3.5 hours, 8.58 g of bis-3,4-methylenedioxyphenylacetic acid are obtained from the toluene phase and 73.4 g of 3,4-methylenedioxymandelic acid, corresponding to a yield of 76.3% of theory, relative to 1,2-methylenedioxybenzene employed, are obtained from the aqueous phase. As a reaction SMILES: O.[C:2]([OH:6])(=[O:5])[CH:3]=[O:4].C(O)(=O)C=O.[CH2:12]1[O:20][C:15]2[CH:16]=[CH:17][CH:18]=[CH:19][C:14]=2[O:13]1>C1(C)C=CC=CC=1>[CH2:12]1[O:20][C:15]2[CH:16]=[CH:17][C:18]([CH:3]([OH:4])[C:2]([OH:6])=[O:5])=[CH:19][C:14]=2[O:13]1 |f:0.1|. Reaction conditions: time 3.5 hour. Solvent: C1(=CC=CC=C1)C (toluene). Starting materials: CC(C)(C)C(=O)OCn1ccc2c(-c3cn[nH]c3)ncnc21, CCS(=O)(=O)N1CC(=CC#N)C1, C1CCC2=NCCCN2CC1, CN(C)C=O. Product: CCS(=O)(=O)N1CC(CC#N)(n2cc(-c3ncnc4c3ccn4COC(=O)C(C)(C)C)cn2)C1. As a reaction SMILES: [C:1]([C:2]([CH3:3])([CH3:4])[CH3:5])(=[O:6])[O:7][CH2:8][n:9]1[cH:10][cH:11][c:12]2[c:13]1[n:14][cH:15][n:16][c:17]2-[c:18]1[cH:19][n:20][nH:21][cH:22]1.[CH2:23]([CH3:24])[S:25](=[O:26])(=[O:27])[N:28]1[CH2:29][C:30](=[CH:32][C:33]#[N:34])[CH2:31]1.[CH2:35]1[CH2:36][CH2:37][C:38]2=[N:43][CH2:42][CH2:41][CH2:40][N:39]2[CH2:44][CH2:45]1.[CH3:46][N:47]([CH3:48])[CH:49]=[O:50]>>[C:1]([C:2]([CH3:3])([CH3:4])[CH3:5])(=[O:6])[O:7][CH2:8][n:9]1[cH:10][cH:11][c:12]2[c:13]1[n:14][cH:15][n:16][c:17]2-[c:18]1[cH:19][n:20][n:21]([C:30]2([CH2:32][C:33]#[N:34])[CH2:29][N:28]([S:25]([CH2:23][CH3:24])(=[O:26])=[O:27])[CH2:31]2)[cH:22]1. Starting materials: C(C(=O)Cl)(=O)Cl (oxalyl chloride), C(CCCCCCCC(=O)[O-])(=O)OC (monomethyl azelate), Cl (hydrochloric acid), CN(C=O)C (N,N-dimethylformamide), C(CCCCCC)[Mg]Br (n-heptyl magnesium bromide). The reagents and catalysts are [Fe+3] (iron (III)). The solvent is C1(=CC=CC=C1)C (toluene), C1(=CC=CC=C1)C (toluene), O1CCCC1 (THF). Reaction conditions: temperature 60 celsius, time 2 hour. Yields the product O=C(CCCCCCCC(=O)OC)CCCCCCC (methyl 9-oxo-hexadecanoate). The yield is 78.0%. Reaction SMILES: [C:1]([O:13][CH3:14])(=[O:12])[CH2:2][CH2:3][CH2:4][CH2:5][CH2:6][CH2:7][CH2:8][C:9]([O-:11])=O.CN(C)C=O.C(Cl)(=O)C(Cl)=O.[CH2:26]([Mg]Br)[CH2:27][CH2:28][CH2:29][CH2:30][CH2:31][CH3:32].Cl>C1(C)C=CC=CC=1.[Fe+3].O1CCCC1>[O:11]=[C:9]([CH2:26][CH2:27][CH2:28][CH2:29][CH2:30][CH2:31][CH3:32])[CH2:8][CH2:7][CH2:6][CH2:5][CH2:4][CH2:3][CH2:2][C:1]([O:13][CH3:14])=[O:12]. Reported procedure: Under a nitrogen atmosphere, monomethyl azelate (6.70 g, 33.1 mmol), commercially available from Tokyo Chemical Industry Co., Ltd., was dissolved in toluene (60 mL), N,N-dimethylformamide (DMF, 25.6 μL, 0.331 mmol) was added thereto, and the solution was warmed to 60° C. While maintaining the temperature at 60° C., a solution of oxalyl chloride (2.94 mL, 34.8 mmol) in toluene (7.0 mL) was added dropwise over 10 minutes. After completion of the dropwise addition, the mixture was stirred at 60° C.... Yields the product OCCC1CCC2CCCCN2C1 (3-(2-Hydroxyethyl)quinolizidine). Isolated yield 74.5%. The reactants are OCCC1CCC2CCCCN2C1=O (3-(2-hydroxyethyl)quinolizidin-4-one), [H-].[Al+3].[Li+].[H-].[H-].[H-] (lithium aluminium hydride), O (water), [OH-].[Na+] (sodium hydroxide), O (water). Procedure: A solution of 3-(2-hydroxyethyl)quinolizidin-4-one (1.4 g, 0.0071 mole) in THF (40 ml) was added to a stirred suspension of lithium aluminium hydride (0.5 g, 0.013 mole) in THF (50 ml) under nitrogen and the mixture heated under reflux for 2.5 hours, then cooled to ice bath temperature and treated dropwise with water (0.5 ml), 10% sodium hydroxide solution (0.5 ml) and water (1.5 ml). The mixture was filtered through kieselguhr and the filtrate concentrated in vacuo. The residue was distilled in... Run in C1CCOC1 (THF), C1CCOC1 (THF). As a reaction SMILES: [OH:1][CH2:2][CH2:3][CH:4]1[C:13](=O)[N:12]2[CH:7]([CH2:8][CH2:9][CH2:10][CH2:11]2)[CH2:6][CH2:5]1.[H-].[Al+3].[Li+].[H-].[H-].[H-].O.[OH-].[Na+]>C1COCC1>[OH:1][CH2:2][CH2:3][CH:4]1[CH2:13][N:12]2[CH:7]([CH2:8][CH2:9][CH2:10][CH2:11]2)[CH2:6][CH2:5]1 |f:1.2.3.4.5.6,8.9|. Starting materials: COC(OC)C1(C)Oc2ccc([N+](=O)[O-])cc2C2OC21, CC(C)c1ccccc1NCc1ncc[nH]1. Yields the product COC(OC)C1(C)Oc2ccc([N+](=O)[O-])cc2C(N(Cc2ncc[nH]2)c2ccccc2C(C)C)C1O. RXN SMILES: [CH3:1][O:2][CH:3]([C:4]1([CH3:18])[O:5][c:6]2[c:7]([cH:11][c:12]([N+:15](=[O:16])[O-:17])[cH:13][cH:14]2)[CH:8]2[CH:9]1[O:10]2)[O:19][CH3:20].[CH:21]([CH3:22])([CH3:23])[c:24]1[c:25]([NH:30][CH2:31][c:32]2[nH:33][cH:34][cH:35][n:36]2)[cH:26][cH:27][cH:28][cH:29]1>>[CH3:1][O:2][CH:3]([C:4]1([CH3:18])[O:5][c:6]2[c:7]([cH:11][c:12]([N+:15](=[O:16])[O-:17])[cH:13][cH:14]2)[CH:8]([N:30]([c:25]2[c:24]([CH:21]([CH3:22])[CH3:23])[cH:29][cH:28][cH:27][cH:26]2)[CH2:31][c:32]2[n:33][cH:34][cH:35][nH:36]2)[CH:9]1[OH:10])[O:19][CH3:20]. The reactants are ClC=1C=CC=C2CCC(CC12)=O (8-chloro-2-tetralone), C(\C=C/C(=O)O)(=O)O (maleic acid), CN1CCNCC1 (N-methylpiperazine), [BH4-].[Na+] (sodium borohydride). Product: C(\C=C/C(=O)O)(=O)O.C(\C=C/C(=O)O)(=O)O.CN1C(CNCC1)C1CC2=C(C=CC=C2CC1)Cl (2-(N-methylpiperazinyl)-8-chloro-1,2,3,4-tetrahydronaphthalene dimaleate). As a reaction SMILES: [Cl:1][C:2]1[CH:3]=[CH:4][CH:5]=[C:6]2[C:11]=1[CH2:10][C:9](=O)[CH2:8][CH2:7]2.[CH3:13][N:14]1[CH2:19][CH2:18][NH:17][CH2:16][CH2:15]1.[BH4-].[Na+].[C:22]([OH:29])(=[O:28])/[CH:23]=[CH:24]\[C:25]([OH:27])=[O:26]>>[C:22]([OH:29])(=[O:28])/[CH:23]=[CH:24]\[C:25]([OH:27])=[O:26].[C:22]([OH:29])(=[O:28])/[CH:23]=[CH:24]\[C:25]([OH:27])=[O:26].[CH3:13][N:14]1[CH2:19][CH2:18][NH:17][CH2:16][CH:15]1[CH:9]1[CH2:8][CH2:7][C:6]2[C:11](=[C:2]([Cl:1])[CH:3]=[CH:4][CH:5]=2)[CH2:10]1 |f:2.3,5.6.7|. Procedure: Using the method of Example 3, 0.5 g (2.78 mmol) of 8-chloro-2-tetralone was treated with N-methylpiperazine, and the resulting product was reduced with sodium borohydride and the product treated with maleic acid to obtain 0.48 g of the title compound as colorless crystals, m.p. 199°-201° C. Reactants: C(C)(C)(C)OC(=O)NC1=CC=C(C=C1)C1=NC(=NO1)C1=C(C=C(C=C1)C[C@H](C(=O)OC)NC(=O)C=1OC(=CC1)C1=CC=C(C=C1)C(C)C)F ((R)-methyl 3-(4-(5-(4-((tert-butoxycarbonyl)amino)phenyl)-1,2,4-oxadiazol-3-yl)-3-fluorophenyl)-2-(5-(4-isopropylphenyl)furan-2-carboxamido)propanoate), S(=O)(Cl)Cl (Thionyl chloride), C(C)(C)C1=CC=C(C=C1)C1=C(OC=C1)C(=O)O (p-isopropylphenyl-furan-2-carboxylic acid), C(C)(=O)Cl (acetyl chloride), C(C)OC(C(CC1=CC(=C(C=C1)C1=NOC(=N1)C1=CC=C(C=C1)NC(=O)OC(C)(C)C)F)N)=O (2-amino-3-{4-[5-(4-tert-butoxycarbonylamino-phenyl)-[1,2,4]oxadiazol-3-yl]-3-fluorophenyl}-propionic acid ethyl ester). Conditions: time 30 minute. Product: C(C)(C)(C)OC(=O)NC1=CC=C(C=C1)C1=NC(=NO1)C1=C(C=C(C=C1)C[C@H](C(=O)O)NC(=O)C=1OC(=CC1)C1=CC=C(C=C1)C(C)C)F ((R)-3-(4-(5-(4-((tert-butoxycarbonyl)amino)phenyl)-1,2,4-oxadiazol-3-yl)-3-fluorophenyl)-2-(5-(4-isopropylphenyl)furan-2-carboxamido)propanoic acid). As a reaction SMILES: [C:1]([O:5][C:6]([NH:8][C:9]1[CH:14]=[CH:13][C:12]([C:15]2[O:19][N:18]=[C:17]([C:20]3[CH:25]=[CH:24][C:23]([CH2:26][C@@H:27]([NH:32][C:33]([C:35]4[O:36][C:37]([C:40]5[CH:45]=[CH:44][C:43]([CH:46]([CH3:48])[CH3:47])=[CH:42][CH:41]=5)=[CH:38][CH:39]=4)=[O:34])[C:28]([O:30]C)=[O:29])=[CH:22][C:21]=3[F:49])[N:16]=2)=[CH:11][CH:10]=1)=[O:7])([CH3:4])([CH3:3])[CH3:2].S(Cl)(Cl)=O.C(C1C=CC(C2C=COC=2C(O)=O)=CC=1)(C)C.C(Cl)(=O)C.C(OC(=O)C(N)CC1C=CC(C2N=C(C3C=CC(NC(OC(C)(C)C)=O)=CC=3)ON=2)=C(F)C=1)C>>[C:1]([O:5][C:6]([NH:8][C:9]1[CH:10]=[CH:11][C:12]([C:15]2[O:19][N:18]=[C:17]([C:20]3[CH:25]=[CH:24][C:23]([CH2:26][C@@H:27]([NH:32][C:33]([C:35]4[O:36][C:37]([C:40]5[CH:45]=[CH:44][C:43]([CH:46]([CH3:47])[CH3:48])=[CH:42][CH:41]=5)=[CH:38][CH:39]=4)=[O:34])[C:28]([OH:30])=[O:29])=[CH:22][C:21]=3[F:49])[N:16]=2)=[CH:13][CH:14]=1)=[O:7])([CH3:4])([CH3:3])[CH3:2]. Procedure: (R)-methyl 3-(4-(5-(4-((tert-butoxycarbonyl)amino)phenyl)-1,2,4-oxadiazol-3-yl)-3-fluorophenyl)-2-(5-(4-isopropylphenyl)furan-2-carboxamido)propanoate. Thionyl chloride (5 mL) was added to p-isopropylphenyl-furan-2-carboxylic acid (1.7 g, 7.23 mmol) and the mixture was heated under reflux for 10 min. After removal of excess thionyl chloride under vacuum, the resulting acetyl chloride was added to the mixture of 2-amino-3-{4-[5-(4-tert-butoxycarbonylamino-phenyl)-[1,2,4]oxadiazol-3-yl]-3-fluoroph... Reactants: CC#N, Cl, COC(=O)CCCCCN, [Na+], [Na+], O=C([O-])[O-], O, O=S(=O)(Cl)c1ccccc1. Yields the product COC(=O)CCCCCNS(=O)(=O)c1ccccc1. Reaction SMILES: [CH3:28][C:29]#[N:30].[ClH:11].[NH2:12][CH2:13][CH2:14][CH2:15][CH2:16][CH2:17][C:18](=[O:19])[O:20][CH3:21].[Na+:22].[Na+:23].[O-:24][C:25](=[O:26])[O-:27].[OH2:31].[c:1]1([S:7](=[O:8])(=[O:9])[Cl:10])[cH:2][cH:3][cH:4][cH:5][cH:6]1>>[c:1]1([S:7](=[O:8])(=[O:9])[NH:12][CH2:13][CH2:14][CH2:15][CH2:16][CH2:17][C:18](=[O:19])[O:20][CH3:21])[cH:2][cH:3][cH:4][cH:5][cH:6]1. The reactants are O (Water), C([O-])([O-])=O.[K+].[K+] (potassium carbonate), C(C)OC(=O)N=C=O (ethoxycarbonyl isocyanate), FC=1C=C(C=CC1)N1CCN(CC1)CCOC1=C(C=CC=C1)C1SCCN1 (2-{2-[2-(4-(3-fluorophenyl)piperazin-1-yl)ethyloxy]phenyl}thiazolidine), C(C)OC(=O)N=C=O (ethoxycarbonyl isocyanate). Run in O1CCCC1 (tetrahydrofuran). Reaction conditions: time 18 hour. Yields the product C(C)OC(=O)NC(=O)N1C(SCC1)C1=C(C=CC=C1)OCCN1CCN(CC1)C1=CC(=CC=C1)F (N-ethoxycarbonyl-2-{2-[2-(4-(3-fluorophenyl)piperazin-1-yl)ethyloxy]phenyl}thiazolidine-3-carboxamide). Yield: 40.5%. As a reaction SMILES: [CH2:1]([O:3][C:4]([N:6]=[C:7]=[O:8])=[O:5])[CH3:2].[F:9][C:10]1[CH:11]=[C:12]([N:16]2[CH2:21][CH2:20][N:19]([CH2:22][CH2:23][O:24][C:25]3[CH:30]=[CH:29][CH:28]=[CH:27][C:26]=3[CH:31]3[NH:35][CH2:34][CH2:33][S:32]3)[CH2:18][CH2:17]2)[CH:13]=[CH:14][CH:15]=1.O.C(=O)([O-])[O-].[K+].[K+]>O1CCCC1>[CH2:1]([O:3][C:4]([NH:6][C:7]([N:35]1[CH2:34][CH2:33][S:32][CH:31]1[C:26]1[CH:27]=[CH:28][CH:29]=[CH:30][C:25]=1[O:24][CH2:23][CH2:22][N:19]1[CH2:18][CH2:17][N:16]([C:12]2[CH:13]=[CH:14][CH:15]=[C:10]([F:9])[CH:11]=2)[CH2:21][CH2:20]1)=[O:8])=[O:5])[CH3:2] |f:3.4.5|. Reported procedure: 0.9 g of ethoxycarbonyl isocyanate is added to a solution of 2 g of 2-{2-[2-(4-(3-fluorophenyl)piperazin-1-yl)ethyloxy]phenyl}thiazolidine in 30 ml of tetrahydrofuran, and the mixture is stirred at room temperature for 18 hours. 3.1 g of ethoxycarbonyl isocyanate are added to the mixture, and the mixture is stirred at room temperature for 2 hours. Water is added to the mixture, and the aqueous mixture is made alkaline with potassium carbonate. The aqueous mixture is extracted with ethyl acetate,...